This data is from the Open Reaction Database (ORD), a public repository of structured organic reaction records. The task is: describe an organic reaction: reactants, conditions, products, and yield The reactants are CO, [Cl-], CC(=O)c1cc([N+](=O)[O-])ccc1Cl, [Fe], [NH4+], O. Yields the product CC(=O)c1cc(N)ccc1Cl. Reaction SMILES: [CH3:18][OH:19].[Cl-:14].[Cl:1][c:2]1[c:3]([C:11]([CH3:12])=[O:13])[cH:4][c:5]([N+:8]([O-:9])=[O:10])[cH:6][cH:7]1.[Fe:17].[NH4+:15].[OH2:16]>>[Cl:1][c:2]1[c:3]([C:11]([CH3:12])=[O:13])[cH:4][c:5]([NH2:8])[cH:6][cH:7]1. Reactants: CS(=O)(=O)Cc1ccc(C(=O)Nc2ccc(Cl)c(-c3ccccn3)c2)cc1OCCBr, O=C([O-])[O-], C1CCNC1, CC#N, [K+], [K+], CN(C)C=O. Reaction SMILES: [Br:1][CH2:2][CH2:3][O:4][c:5]1[cH:6][c:7]([C:8](=[O:9])[NH:10][c:11]2[cH:12][c:13](-[c:18]3[n:19][cH:20][cH:21][cH:22][cH:23]3)[c:14]([Cl:17])[cH:15][cH:16]2)[cH:24][cH:25][c:26]1[CH2:27][S:28](=[O:29])(=[O:30])[CH3:31].[C:32](=[O:33])([O-:34])[O-:35].[CH2:38]1[CH2:39][CH2:40][NH:41][CH2:42]1.[CH3:43][C:44]#[N:45].[K+:36].[K+:37].[O:46]=[CH:47][N:48]([CH3:49])[CH3:50]>>[CH2:2]([CH2:3][O:4][c:5]1[cH:6][c:7]([C:8](=[O:9])[NH:10][c:11]2[cH:12][c:13](-[c:18]3[n:19][cH:20][cH:21][cH:22][cH:23]3)[c:14]([Cl:17])[cH:15][cH:16]2)[cH:24][cH:25][c:26]1[CH2:27][S:28](=[O:29])(=[O:30])[CH3:31])[N:41]1[CH2:40][CH2:39][CH2:38][CH2:42]1. Yields the product CS(=O)(=O)Cc1ccc(C(=O)Nc2ccc(Cl)c(-c3ccccn3)c2)cc1OCCN1CCCC1. Starting materials: ClCCl, CC(C)(C)OC(=O)Cn1cccc([N+](=O)[O-])c1=O, O=C(O)C(F)(F)F. The product is O=C(O)Cn1cccc([N+](=O)[O-])c1=O. As a reaction SMILES: [CH2:26]([Cl:27])[Cl:28].[N+:1](=[O:2])([O-:3])[c:4]1[c:5](=[O:18])[n:6]([CH2:10][C:11](=[O:12])[O:13][C:14]([CH3:15])([CH3:16])[CH3:17])[cH:7][cH:8][cH:9]1.[OH:19][C:20]([C:21]([F:22])([F:23])[F:24])=[O:25]>>[N+:1](=[O:2])([O-:3])[c:4]1[c:5](=[O:18])[n:6]([CH2:10][C:11](=[O:12])[OH:13])[cH:7][cH:8][cH:9]1. Reactants: C(CC)(=O)Cl (propionyl chloride), NC1=C(C=C(C=C1)N1N=CC=N1)S (2-amino-5-(1,2,3-triazol-2-yl)-thiophenol), C(O)([O-])=O.[Na+] (sodium hydrogencarbonate). Run in CN1C(CCC1)=O (N-methylpyrrolidone). Reaction conditions: temperature 70 celsius, time 5 hour. Product: C(C)C=1SC2=C(N1)C=CC(=C2)N2N=CC=N2 (2-ethyl-6-(1,2,3-triazol-2-yl)benzothiazole). As a reaction SMILES: [NH2:1][C:2]1[CH:7]=[CH:6][C:5]([N:8]2[N:12]=[CH:11][CH:10]=[N:9]2)=[CH:4][C:3]=1[SH:13].[C:14](Cl)(=O)[CH2:15][CH3:16].C(=O)([O-])O.[Na+]>CN1CCCC1=O>[CH2:15]([C:16]1[S:13][C:3]2[CH:4]=[C:5]([N:8]3[N:9]=[CH:10][CH:11]=[N:12]3)[CH:6]=[CH:7][C:2]=2[N:1]=1)[CH3:14] |f:2.3|. Procedure details: The 2-amino-5-(1,2,3-triazol-2-yl)-thiophenol (2.3 g) was dissolved in N-methylpyrrolidone (8 ml), and propionyl chloride (0.472 ml) was added to the solution, followed by heating and stirring at 70° C. for 5 hours. The reaction mixture was poured into a saturated aqueous solution of sodium hydrogencarbonate, and subjected to extraction with dichloromethane. The resultant organic layer was dried over anhydrous magnesium sulfate, concentrated under reduced pressure and then purified through a sil... The reactants are latter solution, CC[C@H](C)[C@@H](C(=O)N[C@@H](CCC(=O)O)C(=O)N[C@@H](CC1=CNC2=C1C=CC=C2)C(=O)N[C@@H](CC(C)C)C(=O)N[C@@H](CCCCN)C(=O)N[C@@H](CC(=O)N[C@H]3[C@@H]([C@H]([C@@H]([C@H](O3)CO)O[C@H]4[C@@H]([C@H]([C@H]([C@H](O4)CO[C@@]5(C[C@@H]([C@H]([C@@H](O5)C[C@@H]([C@@H](CO)O)O)NC(=O)C)O)C(=O)O)O)O)O)O)NC(=O)C)C(=O)NCC(=O)NCC(=O)N6CCC[C@H]6C(=O)N[C@@H](CO)C(=O)N[C@@H](CO)C(=O)NCC(=O)N[C@@H](C)C(=O)N7CCC[C@H]7C(=O)N8CCC[C@H]8C(=O)N9CCC[C@H]9C(=O)N[C@@H](CO)C(=O)N)NC(=O)[C@H](CC=1C=CC=CC1)NC(=O)[C@H](CC(C)C)NC(=O)[C@H](CCCNC(=N)N)NC(=O)[C@H](C(C)C)NC(=O)[C@H](C)NC(=O)[C@H](CCC(=O)O)NC(=O)[C@H](CCC(=O)O)NC(=O)[C@H](CCC(=O)O)NC(=O)[C@H](CCSC)NC(=O)[C@H](CCC(=O)N)NC(=O)[C@H](CCCCN)NC(=O)[C@H](CO)NC(=O)[C@H](CC(C)C)NC(=O)[C@H](CC(=O)O)NC(=O)[C@H](CO)NC(=O)[C@H]([C@@H](C)O)NC(=O)[C@H](CC=1C=CC=CC1)NC(=O)[C@H]([C@@H](C)O)NC(=O)CNC(=O)[C@H](CCC(=O)O)NC(=O)CNC(=O)[C@H](CC1=CN=CN1)N.C(C)(=O)[O-] (exendin-4 acetate), C(C=1C(O)=CC=CC1)(=O)O (Salicylic acid), C(C=1C(O)=CC=CC1)(=O)O (salicylic acid). Run in C(C)#N.O (ACN H2O), C(C)#N.O (ACN H2O). Product: CC[C@H](C)[C@@H](C(=O)N[C@@H](CCC(=O)O)C(=O)N[C@@H](CC1=CNC2=C1C=CC=C2)C(=O)N[C@@H](CC(C)C)C(=O)N[C@@H](CCCCN)C(=O)N[C@@H](CC(=O)N[C@H]3[C@@H]([C@H]([C@@H]([C@H](O3)CO)O[C@H]4[C@@H]([C@H]([C@H]([C@H](O4)CO[C@@]5(C[C@@H]([C@H]([C@@H](O5)C[C@@H]([C@@H](CO)O)O)NC(=O)C)O)C(=O)O)O)O)O)O)NC(=O)C)C(=O)NCC(=O)NCC(=O)N6CCC[C@H]6C(=O)N[C@@H](CO)C(=O)N[C@@H](CO)C(=O)NCC(=O)N[C@@H](C)C(=O)N7CCC[C@H]7C(=O)N8CCC[C@H]8C(=O)N9CCC[C@H]9C(=O)N[C@@H](CO)C(=O)N)NC(=O)[C@H](CC=1C=CC=CC1)NC(=O)[C@H](CC(C)C)NC(=O)[C@H](CCCNC(=N)N)NC(=O)[C@H](C(C)C)NC(=O)[C@H](C)NC(=O)[C@H](CCC(=O)O)NC(=O)[C@H](CCC(=O)O)NC(=O)[C@H](CCC(=O)O)NC(=O)[C@H](CCSC)NC(=O)[C@H](CCC(=O)N)NC(=O)[C@H](CCCCN)NC(=O)[C@H](CO)NC(=O)[C@H](CC(C)C)NC(=O)[C@H](CC(=O)O)NC(=O)[C@H](CO)NC(=O)[C@H]([C@@H](C)O)NC(=O)[C@H](CC=1C=CC=CC1)NC(=O)[C@H]([C@@H](C)O)NC(=O)CNC(=O)[C@H](CCC(=O)O)NC(=O)CNC(=O)[C@H](CC1=CN=CN1)N.C(C=1C(O)=CC=CC1)(=O)[O-] (exendin-4 salicylate). Reaction SMILES: [C:1]([OH:10])(=[O:9])[C:2]1[C:3](=[CH:5][CH:6]=[CH:7][CH:8]=1)[OH:4].[CH3:11][CH2:12][C@@H:13]([C@H:15]([NH:176][C:177]([C@@H:179]([NH:187][C:188]([C@@H:190]([NH:195][C:196]([C@@H:198]([NH:206][C:207]([C@@H:209]([NH:213][C:214]([C@@H:216]([NH:218][C:219]([C@@H:221]([NH:227][C:228]([C@@H:230]([NH:236][C:237]([C@@H:239]([NH:245][C:246]([C@@H:248]([NH:253][C:254]([C@@H:256]([NH:262][C:263]([C@@H:265]([NH:271][C:272]([C@@H:274]([NH:277][C:278]([C@@H:280]([NH:285][C:286]([C@@H:288]([NH:293][C:294]([C@@H:296]([NH:299][C:300]([C@@H:302]([NH:306][C:307]([C@@H:309]([NH:317][C:318]([C@@H:320]([NH:324][C:325]([CH2:327][NH:328][C:329]([C@@H:331]([NH:337][C:338]([CH2:340][NH:341][C:342]([C@@H:344]([NH2:351])[CH2:345][C:346]1[NH:350][CH:349]=[N:348][CH:347]=1)=[O:343])=[O:339])[CH2:332][CH2:333][C:334]([OH:336])=[O:335])=[O:330])=[O:326])[C@H:321]([OH:323])[CH3:322])=[O:319])[CH2:310][C:311]1[CH:312]=[CH:313][CH:314]=[CH:315][CH:316]=1)=[O:308])[C@H:303]([OH:305])[CH3:304])=[O:301])[CH2:297][OH:298])=[O:295])[CH2:289][C:290]([OH:292])=[O:291])=[O:287])[CH2:281][CH:282]([CH3:284])[CH3:283])=[O:279])[CH2:275][OH:276])=[O:273])[CH2:266][CH2:267][CH2:268][CH2:269][NH2:270])=[O:264])[CH2:257][CH2:258][C:259]([NH2:261])=[O:260])=[O:255])[CH2:249][CH2:250][S:251][CH3:252])=[O:247])[CH2:240][CH2:241][C:242]([OH:244])=[O:243])=[O:238])[CH2:231][CH2:232][C:233]([OH:235])=[O:234])=[O:229])[CH2:222][CH2:223][C:224]([OH:226])=[O:225])=[O:220])[CH3:217])=[O:215])[CH:210]([CH3:212])[CH3:211])=[O:208])[CH2:199][CH2:200][CH2:201][NH:202][C:203]([NH2:205])=[NH:204])=[O:197])[CH2:191][CH:192]([CH3:194])[CH3:193])=[O:189])[CH2:180][C:181]1[CH:182]=[CH:183][CH:184]=[CH:185][CH:186]=1)=[O:178])[C:16]([NH:18][C@H:19]([C:25]([NH:27][C@H:28]([C:39]([NH:41][C@H:42]([C:47]([NH:49][C@H:50]([C:56]([NH:58][C@H:59]([C:110]([NH:112][CH2:113][C:114]([NH:116][CH2:117][C:118]([N:120]1[C@H:124]([C:125]([NH:127][C@H:128]([C:131]([NH:133][C@H:134]([C:137]([NH:139][CH2:140][C:141]([NH:143][C@H:144]([C:146]([N:148]2[C@H:152]([C:153]([N:155]3[C@H:159]([C:160]([N:162]4[C@H:166]([C:167]([NH:169][C@H:170]([C:173]([NH2:175])=[O:174])[CH2:171][OH:172])=[O:168])[CH2:165][CH2:164][CH2:163]4)=[O:161])[CH2:158][CH2:157][CH2:156]3)=[O:154])[CH2:151][CH2:150][CH2:149]2)=[O:147])[CH3:145])=[O:142])=[O:138])[CH2:135][OH:136])=[O:132])[CH2:129][OH:130])=[O:126])[CH2:123][CH2:122][CH2:121]1)=[O:119])=[O:115])=[O:111])[CH2:60][C:61]([NH:63][C@@H:64]1[O:69][C@H:68]([CH2:70][OH:71])[C@@H:67]([O:72][C@@H:73]2[O:78][C@H:77]([CH2:79][O:80][C@@:81]3([C:99]([OH:101])=[O:100])[O:86][C@@H:85]([CH2:87][C@H:88]([OH:93])[C@H:89]([OH:92])[CH2:90][OH:91])[C@H:84]([NH:94][C:95]([CH3:97])=[O:96])[C@@H:83]([OH:98])[CH2:82]3)[C@H:76]([OH:102])[C@H:75]([OH:103])[C@H:74]2[OH:104])[C@H:66]([OH:105])[C@H:65]1[NH:106][C:107]([CH3:109])=[O:108])=[O:62])=[O:57])[CH2:51][CH2:52][CH2:53][CH2:54][NH2:55])=[O:48])[CH2:43][CH:44]([CH3:46])[CH3:45])=[O:40])[CH2:29][C:30]1[C:34]2[CH:35]=[CH:36][CH:37]=[CH:38][C:33]=2[NH:32][CH:31]=1)=[O:26])[CH2:20][CH2:21][C:22]([OH:24])=[O:23])=[O:17])[CH3:14].C([O-])(=O)C>C(#N)C.O>[CH3:11][CH2:12][C@@H:13]([C@H:15]([NH:176][C:177]([C@@H:179]([NH:187][C:188]([C@@H:190]([NH:195][C:196]([C@@H:198]([NH:206][C:207]([C@@H:209]([NH:213][C:214]([C@@H:216]([NH:218][C:219]([C@@H:221]([NH:227][C:228]([C@@H:230]([NH:236][C:237]([C@@H:239]([NH:245][C:246]([C@@H:248]([NH:253][C:254]([C@@H:256]([NH:262][C:263]([C@@H:265]([NH:271][C:272]([C@@H:274]([NH:277][C:278]([C@@H:280]([NH:285][C:286]([C@@H:288]([NH:293][C:294]([C@@H:296]([NH:299][C:300]([C@@H:302]([NH:306][C:307]([C@@H:309]([NH:317][C:318]([C@@H:320]([NH:324][C:325]([CH2:327][NH:328][C:329]([C@@H:331]([NH:337][C:338]([CH2:340][NH:341][C:342]([C@@H:344]([NH2:351])[CH2:345][C:346]1[NH:350][CH:349]=[N:348][CH:347]=1)=[O:343])=[O:339])[CH2:332][CH2:333][C:334]([OH:336])=[O:335])=[O:330])=[O:326])[C@H:321]([OH:323])[CH3:322])=[O:319])[CH2:310][C:311]1[CH:312]=[CH:313][CH:314]=[CH:315][CH:316]=1)=[O:308])[C@H:303]([OH:305])[CH3:304])=[O:301])[CH2:297][OH:298])=[O:295])[CH2:289][C:290]([OH:292])=[O:291])=[O:287])[CH2:281][CH:282]([CH3:284])[CH3:283])=[O:279])[CH2:275][OH:276])=[O:273])[CH2:266][CH2:267][CH2:268][CH2:269][NH2:270])=[O:264])[CH2:257][CH2:258][C:259]([NH2:261])=[O:260])=[O:255])[CH2:249][CH2:250][S:251][CH3:252])=[O:247])[CH2:240][CH2:241][C:242]([OH:244])=[O:243])=[O:238])[CH2:231][CH2:232][C:233]([OH:235])=[O:234])=[O:229])[CH2:222][CH2:223][C:224]([OH:226])=[O:225])=[O:220])[CH3:217])=[O:215])[CH:210]([CH3:211])[CH3:212])=[O:208])[CH2:199][CH2:200][CH2:201][NH:202][C:203]([NH2:205])=[NH:204])=[O:197])[CH2:191][CH:192]([CH3:194])[CH3:193])=[O:189])[CH2:180][C:181]1[CH:182]=[CH:183][CH:184]=[CH:185][CH:186]=1)=[O:178])[C:16]([NH:18][C@H:19]([C:25]([NH:27][C@H:28]([C:39]([NH:41][C@H:42]([C:47]([NH:49][C@H:50]([C:56]([NH:58][C@H:59]([C:110]([NH:112][CH2:113][C:114]([NH:116][CH2:117][C:118]([N:120]1[C@H:124]([C:125]([NH:127][C@H:128]([C:131]([NH:133][C@H:134]([C:137]([NH:139][CH2:140][C:141]([NH:143][C@H:144]([C:146]([N:148]2[C@H:152]([C:153]([N:155]3[C@H:159]([C:160]([N:162]4[C@H:166]([C:167]([NH:169][C@H:170]([C:173]([NH2:175])=[O:174])[CH2:171][OH:172])=[O:168])[CH2:165][CH2:164][CH2:163]4)=[O:161])[CH2:158][CH2:157][CH2:156]3)=[O:154])[CH2:151][CH2:150][CH2:149]2)=[O:147])[CH3:145])=[O:142])=[O:138])[CH2:135][OH:136])=[O:132])[CH2:129][OH:130])=[O:126])[CH2:123][CH2:122][CH2:121]1)=[O:119])=[O:115])=[O:111])[CH2:60][C:61]([NH:63][C@@H:64]1[O:69][C@H:68]([CH2:70][OH:71])[C@@H:67]([O:72][C@@H:73]2[O:78][C@H:77]([CH2:79][O:80][C@@:81]3([C:99]([OH:101])=[O:100])[O:86][C@@H:85]([CH2:87][C@H:88]([OH:93])[C@H:89]([OH:92])[CH2:90][OH:91])[C@H:84]([NH:94][C:95]([CH3:97])=[O:96])[C@@H:83]([OH:98])[CH2:82]3)[C@H:76]([OH:102])[C@H:75]([OH:103])[C@H:74]2[OH:104])[C@H:66]([OH:105])[C@H:65]1[NH:106][C:107]([CH3:109])=[O:108])=[O:62])=[O:57])[CH2:51][CH2:52][CH2:53][CH2:54][NH2:55])=[O:48])[CH2:43][CH:44]([CH3:45])[CH3:46])=[O:40])[CH2:29][C:30]1[C:34]2[CH:35]=[CH:36][CH:37]=[CH:38][C:33]=2[NH:32][CH:31]=1)=[O:26])[CH2:20][CH2:21][C:22]([OH:24])=[O:23])=[O:17])[CH3:14].[C:1]([O-:10])(=[O:9])[C:2]1[C:3](=[CH:5][CH:6]=[CH:7][CH:8]=1)[OH:4] |f:1.2,3.4,5.6|. Procedure: Salicylic acid (138.12 g/mol, 0.15 mg) 1.5 mg salicylic acid was dissolved in 100 μl ACN/H2O 50/50 mixture to give the mother solution. 10 μl of this latter solution were then added to 0.76 mg exendin-4 acetate dissolved in 50 μl ACN/H2O 50/50 followed by speedvac 2×1 hour as above at approximately 35° C., affording exendin-4 salicylate as a white solid. Reactants: ( A ), NCC(CO)(C)C (3-amino-2,2-dimethylpropan-1-ol), C1(CC1)NC(=O)C=1C=CC(=C(C1)NC(C1=C(C=CC(=C1)F)[N+](=O)[O-])=O)C (N-{5-[(cyclopropylamino)carbonyl]-2-methylphenyl}-5-fluoro-2-nitrobenzamide). The product is C1(CC1)NC(=O)C=1C=CC(=C(C1)NC(C1=C(C=CC(=C1)NCC(CO)(C)C)[N+](=O)[O-])=O)C (N-{5-[(cyclopropylamino)carbonyl]-2-methylphenyl}-5-[(3-hydroxy-2,2-dimethylpropyl)amino]-2-nitrobenzamide). Reaction SMILES: [NH2:1][CH2:2][C:3]([CH3:7])([CH3:6])[CH2:4][OH:5].[CH:8]1([NH:11][C:12]([C:14]2[CH:15]=[CH:16][C:17]([CH3:33])=[C:18]([NH:20][C:21](=[O:32])[C:22]3[CH:27]=[C:26](F)[CH:25]=[CH:24][C:23]=3[N+:29]([O-:31])=[O:30])[CH:19]=2)=[O:13])[CH2:10][CH2:9]1>>[CH:8]1([NH:11][C:12]([C:14]2[CH:15]=[CH:16][C:17]([CH3:33])=[C:18]([NH:20][C:21](=[O:32])[C:22]3[CH:27]=[C:26]([NH:1][CH2:2][C:3]([CH3:7])([CH3:6])[CH2:4][OH:5])[CH:25]=[CH:24][C:23]=3[N+:29]([O-:31])=[O:30])[CH:19]=2)=[O:13])[CH2:10][CH2:9]1. Procedure: Using an analogous procedure to that described paragraph (A) in the portion of Example 13 which is concerned with the preparation of starting materials 3-amino-2,2-dimethylpropan-1-ol was reacted with N-{5-[(cyclopropylamino)carbonyl]-2-methylphenyl}-5-fluoro-2-nitrobenzamide to give N-{5-[(cyclopropylamino)carbonyl]-2-methylphenyl}-5-[(3-hydroxy-2,2-dimethylpropyl)amino]-2-nitrobenzamide; NMR Spectrum: (DMSOd6) 0.56 (m, 2H), 0.68 (m, 2H), 0.88 (s, 6H), 2.29 (s, 3H), 2.83 (m, 1H), 3.06 (d, 2H), ...